describe an organic reaction: reactants, conditions, products, and yield From a dataset of the Open Reaction Database (ORD), a public repository of structured organic reaction records. Reactants: COC(=O)Cc1cn(C)nc1OCc1cc(OCc2nc(-c3ccccc3)oc2C)no1, CCO, Cl, [Na+], C1CCOC1, [OH-]. The product is Cc1oc(-c2ccccc2)nc1COc1cc(COc2nn(C)cc2CC(=O)O)on1. RXN SMILES: [CH3:1][n:2]1[n:3][c:4]([O:12][CH2:13][c:14]2[cH:15][c:16]([O:19][CH2:20][c:21]3[n:22][c:23](-[c:27]4[cH:28][cH:29][cH:30][cH:31][cH:32]4)[o:24][c:25]3[CH3:26])[n:17][o:18]2)[c:5]([CH2:7][C:8](=[O:9])[O:10][CH3:11])[cH:6]1.[CH3:41][CH2:42][OH:43].[ClH:40].[Na+:34].[O:35]1[CH2:36][CH2:37][CH2:38][CH2:39]1.[OH-:33]>>[CH3:1][n:2]1[n:3][c:4]([O:12][CH2:13][c:14]2[cH:15][c:16]([O:19][CH2:20][c:21]3[n:22][c:23](-[c:27]4[cH:28][cH:29][cH:30][cH:31][cH:32]4)[o:24][c:25]3[CH3:26])[n:17][o:18]2)[c:5]([CH2:7][C:8](=[O:9])[OH:10])[cH:6]1. Procedure: 54 mg. of soybean oil (containing by weight fatty acid moieties on a fatty methyl ester basis as follows: palmitic, 9.7%; stearic, 4.6%; oleic, 23.2%; linoleic, 53.9%; linolenic, 7.7%; other, 0.9%) was added to 5 milliliters of hexane (δ=7.3, δD =7.3, δP =0, and δH =0) and 1.0 gram Amberlyst 15 ion exchange resin with 100% of its cationic substituents being silver substituents, in a screw-cap vial. This was placed on a wrist action shaker at 27° C. overnight. A 1.0 milliliter aliquot of the supe... Reactants: C(CCCCCCC\C=C/C\C=C/CCCCC)(=O)OC.C(CCCCCCCCCCCCCCC)(=O)OC (methyl linoleate methyl palmitate), methyl esters, triglycerides, C[O-].[Na+].CO (sodium methoxide methanol), II (Iodine), C(CCCCCCCCCCCCCCCCC)(=O)OC.C(CCCCCCCCCCCCCCC)(=O)OC (methyl stearate methyl palmitate), CC/C=C\C/C=C\C/C=C\CCCCCCCC(=O)OC.C(CCCCCCCCCCCCCCC)(=O)OC (methyl linolenate methyl palmitate), C(CCCCCCC\C=C/CCCCCCCC)(=O)OC.C(CCCCCCCCCCCCCCC)(=O)OC (methyl oleate methyl palmitate), fatty acid, methyl ester, methyl esters, CCCCC/C=C\C/C=C\CCCCCCCC(=O)O (linoleic), ester. Run at time 8 hour. Run in CCCCCC (hexane). Product: CC/C=C\C/C=C\C/C=C\CCCCCCCC(=O)O (linolenic acid). Reaction SMILES: [CH3:1][CH2:2][CH2:3][CH2:4][CH2:5]/[CH:6]=[CH:7]\[CH2:8]/[CH:9]=[CH:10]\[CH2:11][CH2:12][CH2:13][CH2:14][CH2:15][CH2:16][CH2:17][C:18]([OH:20])=[O:19].C[O-].[Na+].CO.C(OC)(=O)CCCCCCCCCCCCCCCCC.C(OC)(=O)CCCCCCCCCCCCCCC.C(OC)(=O)CCCCCCC/C=C\CCCCCCCC.C(OC)(=O)CCCCCCCCCCCCCCC.C(OC)(=O)CCCCCCC/C=C\C/C=C\CCCCC.C(OC)(=O)CCCCCCCCCCCCCCC.CC/C=C\C/C=C\C/C=C\CCCCCCCC(OC)=O.C(OC)(=O)CCCCCCCCCCCCCCC.II>[Ag].CCCCCC>[CH3:1][CH2:2]/[CH:3]=[CH:4]\[CH2:5]/[CH:6]=[CH:7]\[CH2:8]/[CH:9]=[CH:10]\[CH2:11][CH2:12][CH2:13][CH2:14][CH2:15][CH2:16][CH2:17][C:18]([OH:20])=[O:19] |f:1.2.3,4.5,6.7,8.9,10.11|. Reagents/catalysts: [Ag] (silver).